Dataset: the Open Reaction Database (ORD), a public repository of structured organic reaction records. Task: describe an organic reaction: reactants, conditions, products, and yield The reactants are CCO, [Na+], [OH-], O, N#CCc1cc(C(F)(F)F)ccc1Sc1ccccc1. Product: O=C(O)Cc1cc(C(F)(F)F)ccc1Sc1ccccc1. As a reaction SMILES: [CH3:24][CH2:25][OH:26].[Na+:22].[OH-:21].[OH2:23].[c:1]1([S:7][c:8]2[c:9]([CH2:18][C:19]#[N:20])[cH:10][c:11]([C:14]([F:15])([F:16])[F:17])[cH:12][cH:13]2)[cH:2][cH:3][cH:4][cH:5][cH:6]1>>[c:1]1([S:7][c:8]2[c:9]([CH2:18][C:19](=[O:21])[OH:23])[cH:10][c:11]([C:14]([F:15])([F:16])[F:17])[cH:12][cH:13]2)[cH:2][cH:3][cH:4][cH:5][cH:6]1. Reported procedure: A suspension of 3.81 g (14 mmol) of the above pyridone acid and 100 ml of thionyl chloride is stirred at 45° for 1 hr and at room temperature overnight. The reaction mixture is stirred for 3 hrs at 52°, cooled, and filtered. The solid is washed with hexane and dried under high vacuum over phosphorus pentoxide to give 3.57 g of 6-[3-(acetylamino)phenyl]-1,2-dihydro-2-oxonicotinoyl chloride. Run at time 8 hour. Reactants: C(C)(=O)NC=1C=C(C=CC1)C=1NC(C(C(=O)O)=CC1)=O (6-[3(acetylamino)phenyl]-1,2-dihydro-2-oxonicotinic acid), S(=O)(Cl)Cl (thionyl chloride). Yields the product C(C)(=O)NC=1C=C(C=CC1)C=1NC(C(C(=O)Cl)=CC1)=O (6-[3-(acetylamino)phenyl]-1,2-dihydro-2-oxonicotinoyl chloride). As a reaction SMILES: [C:1]([NH:4][C:5]1[CH:6]=[C:7]([C:11]2[NH:12][C:13](=[O:20])[C:14](=[CH:18][CH:19]=2)[C:15](O)=[O:16])[CH:8]=[CH:9][CH:10]=1)(=[O:3])[CH3:2].S(Cl)([Cl:23])=O>>[C:1]([NH:4][C:5]1[CH:6]=[C:7]([C:11]2[NH:12][C:13](=[O:20])[C:14](=[CH:18][CH:19]=2)[C:15]([Cl:23])=[O:16])[CH:8]=[CH:9][CH:10]=1)(=[O:3])[CH3:2]. Starting materials: C[Mg]Br (methyl magnesium bromide), C(C)OCC (diethyl ether), Cl (hydrochloric acid), COC(C)(C)C (tertbutyl methyl ether), BrC1=CC=2CC3=CC(=C(C=C3C2C=C1C(C)(C)C)C(C)(C)C)Br (2,7-dibromo-3,6-ditert-butyl-fluorene), Example 1-1 ( i ), C(C)OCC (Diethyl ether). Reagents/catalysts: C1=CC=C(C=C1)P([C-]2C=CC=C2)C3=CC=CC=C3.C1=CC=C(C=C1)P([C-]2C=CC=C2)C3=CC=CC=C3.Cl[Pd]Cl.[Fe+2] (PdCl2(dppf)). Solvent: C(Cl)Cl (CH2Cl2). Yields the product CC1=CC=2CC3=CC(=C(C=C3C2C=C1C(C)(C)C)C(C)(C)C)C (2,7-dimethyl-3,6-ditert-butyl-fluorene). Isolated yield 63.0%. As a reaction SMILES: [CH3:1]OC(C)(C)C.BrC1[C:20]([C:21]([CH3:24])([CH3:23])[CH3:22])=[CH:19][C:18]2[C:17]3[C:12](=[CH:13][C:14](Br)=[C:15]([C:25]([CH3:28])([CH3:27])[CH3:26])[CH:16]=3)[CH2:11][C:10]=2[CH:9]=1.C[Mg]Br.Cl.C(O[CH2:37][CH3:38])C>C1C=CC(P(C2C=CC=CC=2)[C-]2C=CC=C2)=CC=1.C1C=CC(P(C2C=CC=CC=2)[C-]2C=CC=C2)=CC=1.Cl[Pd]Cl.[Fe+2].C(Cl)Cl>[CH3:1][C:14]1[C:15]([C:25]([CH3:27])([CH3:26])[CH3:28])=[CH:16][C:17]2[C:18]3[C:10](=[CH:9][C:37]([CH3:38])=[C:20]([C:21]([CH3:22])([CH3:24])[CH3:23])[CH:19]=3)[CH2:11][C:12]=2[CH:13]=1 |f:5.6.7.8|. Procedure: Under a nitrogen atmosphere, 100 mL of dehydrated tertbutyl methyl ether was added to 5.03 g (11.5 mmol) of 2,7-dibromo-3,6-ditert-butyl-fluorene synthesized in Synthesis Example 1-1 (i) and 0.196 g (0.24 mmol) of PdCl2(dppf).CH2Cl2, and the mixture was stirred. This solution was cooled in an ice bath, and 19.2 mL (57.6 mmol) of a 3 mol/L diethyl ether solution of methyl magnesium bromide was added dropwise over 15 minutes. The mixture was heated to reflux for 5 days. The mixture was left to be ... The reactants are BrCC(=O)Br (2-bromoacetyl bromide), C(C1=CC=CC=C1)NCC (N-benzyl-N-ethylamine), C(C)(C)(C)C1=CC=C(C=C1)S(=O)(=O)NC=1C=NC(=CC1)OC (4-tert-butyl-N-(6-methoxy-pyridin-3-yl)-benzenesulfonamide). Yields the product C(C1=CC=CC=C1)N(C(CN(C=1C=NC(=CC1)OC)S(=O)(=O)C1=CC=C(C=C1)C(C)(C)C)=O)CC (N-Benzyl-2-[(4-tert-butyl-benzenesulfonyl)-(6-methoxy-pyridin-3-yl)-amino]-N-ethyl-acetamide). As a reaction SMILES: Br[CH2:2][C:3](Br)=[O:4].[CH2:6]([NH:13][CH2:14][CH3:15])[C:7]1[CH:12]=[CH:11][CH:10]=[CH:9][CH:8]=1.[C:16]([C:20]1[CH:25]=[CH:24][C:23]([S:26]([NH:29][C:30]2[CH:31]=[N:32][C:33]([O:36][CH3:37])=[CH:34][CH:35]=2)(=[O:28])=[O:27])=[CH:22][CH:21]=1)([CH3:19])([CH3:18])[CH3:17]>>[CH2:6]([N:13]([CH2:14][CH3:15])[C:3](=[O:4])[CH2:2][N:29]([S:26]([C:23]1[CH:24]=[CH:25][C:20]([C:16]([CH3:19])([CH3:18])[CH3:17])=[CH:21][CH:22]=1)(=[O:28])=[O:27])[C:30]1[CH:31]=[N:32][C:33]([O:36][CH3:37])=[CH:34][CH:35]=1)[C:7]1[CH:12]=[CH:11][CH:10]=[CH:9][CH:8]=1. Procedure details: prepared by reaction of 2-bromoacetyl bromide with N-benzyl-N-ethylamine and 4-tert-butyl-N-(6-methoxy-pyridin-3-yl)-benzenesulfonamide Product: CCCCc1nnc(OC2CCC(NC(=O)OC(C)(C)C)CC2)cc1-c1ccc(OC2CCCCC2)cc1. RXN SMILES: [C:1]([CH3:2])([CH3:3])([CH3:4])[O:5][C:6]([NH:7][CH:8]1[CH2:9][CH2:10][CH:11]([OH:14])[CH2:12][CH2:13]1)=[O:15].[CH2:18]([CH2:19][CH2:20][CH3:21])[c:22]1[n:23][n:24][c:25]([Cl:41])[cH:26][c:27]1-[c:28]1[cH:29][cH:30][c:31]([O:34][CH:35]2[CH2:36][CH2:37][CH2:38][CH2:39][CH2:40]2)[cH:32][cH:33]1.[CH2:42]1[O:43][CH2:44][CH2:45][CH2:46]1.[H-:16].[Na+:17]>>[C:1]([CH3:2])([CH3:3])([CH3:4])[O:5][C:6]([NH:7][CH:8]1[CH2:9][CH2:10][CH:11]([O:14][c:25]2[n:24][n:23][c:22]([CH2:18][CH2:19][CH2:20][CH3:21])[c:27](-[c:28]3[cH:29][cH:30][c:31]([O:34][CH:35]4[CH2:36][CH2:37][CH2:38][CH2:39][CH2:40]4)[cH:32][cH:33]3)[cH:26]2)[CH2:12][CH2:13]1)=[O:15]. The reactants are CC(C)(C)OC(=O)NC1CCC(O)CC1, CCCCc1nnc(Cl)cc1-c1ccc(OC2CCCCC2)cc1, C1CCOC1, [H-], [Na+]. The reactants are BrC1=CC=C(S1)C1=NC(=NC=C1)NC1CC(NC(C1)(C)C)(C)C ([4-(5-Bromo-thiophen-2-yl)-pyrimidin-2-yl]-(2,2,6,6-tetramethyl-piperidin-4-yl)-amine), C(CCC)[Sn](C=1C=NC=CC1)(CCCC)CCCC (3-tributylstannylpyridine). The product is N1=CC(=CC=C1)C1=CC=C(S1)C1=NC(=NC=C1)NC1CC(NC(C1)(C)C)(C)C ([4-(5-Pyridin-3-yl-thiophen-2-yl)-pyrimidin-2-yl]-(2,2,6,6-tetramethyl-piperidin-4-yl)-amine). Yield: 38.0%. As a reaction SMILES: Br[C:2]1[S:6][C:5]([C:7]2[CH:12]=[CH:11][N:10]=[C:9]([NH:13][CH:14]3[CH2:19][C:18]([CH3:21])([CH3:20])[NH:17][C:16]([CH3:23])([CH3:22])[CH2:15]3)[N:8]=2)=[CH:4][CH:3]=1.C([Sn](CCCC)(CCCC)[C:29]1[CH:30]=[N:31][CH:32]=[CH:33][CH:34]=1)CCC>>[N:31]1[CH:32]=[CH:33][CH:34]=[C:29]([C:2]2[S:6][C:5]([C:7]3[CH:12]=[CH:11][N:10]=[C:9]([NH:13][CH:14]4[CH2:19][C:18]([CH3:21])([CH3:20])[NH:17][C:16]([CH3:23])([CH3:22])[CH2:15]4)[N:8]=3)=[CH:4][CH:3]=2)[CH:30]=1. Procedure details: The title compound was prepared as described for Example 25, using [4-(5-bromo-thiophen-2-yl)-pyrimidin-2-yl]-(2,2,6,6-tetramethyl-piperidin-4-yl)-amine (Step C of Example 5) and 3-tributylstannylpyridine. Yield: 38%.